Dataset: the Open Reaction Database (ORD), a public repository of structured organic reaction records. Task: describe an organic reaction: reactants, conditions, products, and yield Starting materials: O=C1CCC(=O)N1Br, COCOC1CC(c2cccs2)(c2nnc3n2CCCCCC3)C1, CC(=O)O, ClC(Cl)Cl. Yields the product COCOC1CC(c2ccc(Br)s2)(c2nnc3n2CCCCCC3)C1. Reaction SMILES: [Br:25][N:26]1[C:27](=[O:28])[CH2:29][CH2:30][C:31]1=[O:32].[CH3:1][O:2][CH2:3][O:4][CH:5]1[CH2:6][C:7]([c:9]2[s:10][cH:11][cH:12][cH:13]2)([c:14]2[n:15][n:16][c:17]3[n:18]2[CH2:19][CH2:20][CH2:21][CH2:22][CH2:23][CH2:24]3)[CH2:8]1.[CH3:33][C:34](=[O:35])[OH:36].[CH:37]([Cl:38])([Cl:39])[Cl:40]>>[CH3:1][O:2][CH2:3][O:4][CH:5]1[CH2:6][C:7]([c:9]2[s:10][c:11]([Br:25])[cH:12][cH:13]2)([c:14]2[n:15][n:16][c:17]3[n:18]2[CH2:19][CH2:20][CH2:21][CH2:22][CH2:23][CH2:24]3)[CH2:8]1. The reactants are Cl[O-].[Na+] (sodium hypochlorite), COC=1C(=CC=2C(CCC(C2C1)(C)C)(C)C)C=NO (5,6,7,8-tetrahydro-3-methoxy-5,5,8,8-tetramethyl-2-naphthaldoxime), C(#C)C1=CC=C(C#N)C=C1 (4-ethynylbenzonitrile). Run at time 1.5 hour. Yields the product C(#N)C1=CC=C(C=C1)C1=CC(=NO1)C1=CC=2C(CCC(C2C=C1OC)(C)C)(C)C (5-(4-Cyanophenyl)-3-(5,6,7,8-tetrahydro-3-methoxy-5,5,8,8-tetramethyl-2-naphthalenyl)-isoxazole). Yield: 73.5%. RXN SMILES: Cl[O-].[Na+].[CH3:4][O:5][C:6]1[C:7]([CH:20]=[N:21][OH:22])=[CH:8][C:9]2[C:10]([CH3:19])([CH3:18])[CH2:11][CH2:12][C:13]([CH3:17])([CH3:16])[C:14]=2[CH:15]=1.[C:23]([C:25]1[CH:32]=[CH:31][C:28]([C:29]#[N:30])=[CH:27][CH:26]=1)#[CH:24]>>[C:29]([C:28]1[CH:31]=[CH:32][C:25]([C:23]2[O:22][N:21]=[C:20]([C:7]3[C:6]([O:5][CH3:4])=[CH:15][C:14]4[C:13]([CH3:16])([CH3:17])[CH2:12][CH2:11][C:10]([CH3:18])([CH3:19])[C:9]=4[CH:8]=3)[CH:24]=2)=[CH:26][CH:27]=1)#[N:30] |f:0.1|. Procedure details: 17.2 g of a 10% strength aqueous sodium hypochlorite solution were added dropwise at 10°-15° C. to a solution of 5.0 g (19 millimoles) of 5,6,7,8-tetrahydro-3-methoxy-5,5,8,8-tetramethyl-2-naphthaldoxime and 2.4 g (19 millimoles) of 4-ethynylbenzonitrile. The mixture was stirred for 1.5 hours at room temperature. Thereafter, the reaction mixture was poured onto water, the phases were separated and the aqueous phase was extracted again with methylene chloride The combined organic extracts were wa... Starting materials: C(C)OCC(=O)O (ethoxyacetic acid), C(C)NCC1=CC=CC=C1 (N-ethylbenzylamine), resultant solution, C(=O)(N1C=NC=C1)N1C=NC=C1 (1,1′-carbonyldiimidazole). Run in C(Cl)Cl (DCM), ClCCl (dichloromethane), C(Cl)Cl (DCM). Run at time 1 hour. Yields the product C(C)N(C(COCC)=O)CC1=CC=CC=C1 (N-Ethyl-2-(ethyloxy)-N-(phenylmethyl)acetamide). Yield: 89.1%. As a reaction SMILES: C(N1C=CN=C1)(N1C=CN=C1)=O.[CH2:13]([O:15][CH2:16][C:17]([OH:19])=O)[CH3:14].[CH2:20]([NH:22][CH2:23][C:24]1[CH:29]=[CH:28][CH:27]=[CH:26][CH:25]=1)[CH3:21]>C(Cl)Cl>[CH2:20]([N:22]([CH2:23][C:24]1[CH:29]=[CH:28][CH:27]=[CH:26][CH:25]=1)[C:17](=[O:19])[CH2:16][O:15][CH2:13][CH3:14])[CH3:21]. Reported procedure: A suspension of 1,1′-carbonyldiimidazole (4.68 g, 28.86 mmol) in dry DCM (15 mL) was added portion-wise over 15 min to a solution of ethoxyacetic acid (2.09 mL, 22.12 mmol) in DCM (30 mL) under nitrogen at room temperature. The resulting solution was stirred under nitrogen for 1 h and then treated with a solution of N-ethylbenzylamine (6.60 mL, 44.37 mol) in dry dichloromethane (30 mL) drop-wise over 15 min. The resultant solution was stirred under nitrogen at room temperature for 18 h and then ...